The task is: describe an organic reaction: reactants, conditions, products, and yield. This data is from the Open Reaction Database (ORD), a public repository of structured organic reaction records. The reactants are COC(C(C)C1=CC=CC=C1)=O (2-phenyl-propionic acid methyl ester), C[Si]([N-][Si](C)(C)C)(C)C.[Li+] (lithium hexamethyldisilazide), BrCC1CCCCC1 (Bromomethyl-cyclohexane). Run in O1CCCC1 (tetrahydrofuran). Conditions: temperature 25 celsius, time 1 hour. Product: C1(CCCCC1)CC(C(=O)OC)(C1=CC=CC=C1)C (Methyl 3-cyclohexyl-2-methyl-2-phenylpropanate). Isolated yield 84.5%. RXN SMILES: [CH3:1][O:2][C:3](=[O:12])[CH:4]([C:6]1[CH:11]=[CH:10][CH:9]=[CH:8][CH:7]=1)[CH3:5].C[Si](C)(C)[N-][Si](C)(C)C.[Li+].Br[CH2:24][CH:25]1[CH2:30][CH2:29][CH2:28][CH2:27][CH2:26]1>O1CCCC1>[CH:25]1([CH2:24][C:4]([CH3:5])([C:6]2[CH:11]=[CH:10][CH:9]=[CH:8][CH:7]=2)[C:3]([O:2][CH3:1])=[O:12])[CH2:30][CH2:29][CH2:28][CH2:27][CH2:26]1 |f:1.2|. Procedure details: A solution of 2-phenyl-propionic acid methyl ester (3.0 g, 18.27 mmol) in tetrahydrofuran (25 mL) at −78° C. was treated dropwise with the lithium hexamethyldisilazide (21.9 mL, 1M in tetrahydrofuran, 21.9 mmol) and stirred for 1 hour. Bromomethyl-cyclohexane (3.09 mL, 21.92 mmol) was added to the reaction and the reaction was allowed to warm to 25° C. and stirred for 18 hours. The solvent was removed in vacuo and the residue was partitioned between water and ethyl acetate. The aqueous phase was... Reactants: N(=[N+]=[N-])C=1C=C(C(=O)O)C=C(C1C)C (3-azido-4,5-dimethyl benzoic acid), C(#C)C=1C=NC=CC1 (3-ethynyl pyridine). The solvent is CCO (EtOH), CCO (EtOH). Yields the product CC=1C=C(C(=O)O)C=C(C1C)N1N=NC(=C1)C=1C=NC=CC1 (3,4-dimethyl-5-(4-pyridin-3-yl-[1,2,3]triazol-1-yl)-benzoic acid). Isolated yield 32.7%. As a reaction SMILES: [N:1]([C:4]1[CH:5]=[C:6]([CH:10]=[C:11]([CH3:14])[C:12]=1[CH3:13])[C:7]([OH:9])=[O:8])=[N+:2]=[N-:3].[C:15]([C:17]1[CH:18]=[N:19][CH:20]=[CH:21][CH:22]=1)#[CH:16]>CCO>[CH3:14][C:11]1[CH:10]=[C:6]([CH:5]=[C:4]([N:1]2[CH:16]=[C:15]([C:17]3[CH:18]=[N:19][CH:20]=[CH:21][CH:22]=3)[N:3]=[N:2]2)[C:12]=1[CH3:13])[C:7]([OH:9])=[O:8]. Procedure details: A suspension of 100 mg (0.52 mmol) of 3-azido-4,5-dimethyl benzoic acid (U.S. Ser. No. 04/102,492), 54 mg (0.52 mmol) of 3-ethynyl pyridine, and 200 μL of EtOH was heated to 120° C. in a sealed tube for 12 h. The mixture was cooled and diluted with 500 μL of EtOH. The mixture was filtered and the solids were washed with EtOH (3×0.5 mL). The solids were dried to provide 50 mg of 3,4-dimethyl-5-(4-pyridin-3-yl-[1,2,3]triazol-1-yl)-benzoic acid. The reactants are N1=C(C=NC=C1)CNC(CCCl)=O (N-(2-pyrazinylmethyl)-3-chloropropionamide), P(=O)(Cl)(Cl)Cl (phosphorus oxychloride). Run in ClCCl (dichloromethane). Reaction conditions: time 3 day. The product is ClCCC1=NC=C2N1C=CN=C2 (3-(2-Chloroethyl)imidazo[1,5-a]pyrazine). The yield is 74.7%. Reaction SMILES: [N:1]1[CH:6]=[CH:5][N:4]=[CH:3][C:2]=1[CH2:7][NH:8][C:9](=O)[CH2:10][CH2:11][Cl:12].P(Cl)(Cl)(Cl)=O>ClCCl>[Cl:12][CH2:11][CH2:10][C:9]1[N:1]2[CH:6]=[CH:5][N:4]=[CH:3][C:2]2=[CH:7][N:8]=1. Procedure: To a solution of N-(2-pyrazinylmethyl)-3-chloropropionamide (4.52 g) in dichloromethane (30 ml) was added phosphorus oxychloride (1.29 g) under ice cooling. The mixture was stirred for 3 days at room temperature. The mixture was concentrated, and the residue was poured into ice water (400 ml), followed by neutralization with sodium carbonate. The reaction mixture was subjected to salting out with sodium chloride, and extracted with ethyl acetate-THF (1:1, 150 ml×3). The organic layers were combi... Starting materials: NC1=CC=C(C(=O)C2=CC=C(C=C2)N)C=C1 (4,4′-diaminobenzophenone), N1(CCCCC1)C1=CC=C(C(=O)[O-])C=C1 (4-piperidinobenzoate). Product: C(=O)(C1=CC=C(C=C1)NC(C1=CC=C(C=C1)N1CCCCC1)=O)C1=CC=C(C=C1)NC(C1=CC=C(C=C1)N1CCCCC1)=O (N,N′-(carbonylbis(4,1-phenylene))bis(4-(piperidin-1-yl)benzamide)). Reaction SMILES: [NH2:1][C:2]1[CH:16]=[CH:15][C:5]([C:6]([C:8]2[CH:13]=[CH:12][C:11]([NH2:14])=[CH:10][CH:9]=2)=[O:7])=[CH:4][CH:3]=1.[N:17]1([C:23]2[CH:31]=[CH:30][C:26]([C:27]([O-])=[O:28])=[CH:25][CH:24]=2)[CH2:22][CH2:21][CH2:20][CH2:19][CH2:18]1>>[C:6]([C:8]1[CH:13]=[CH:12][C:11]([NH:14][C:27](=[O:28])[C:26]2[CH:30]=[CH:31][C:23]([N:17]3[CH2:22][CH2:21][CH2:20][CH2:19][CH2:18]3)=[CH:24][CH:25]=2)=[CH:10][CH:9]=1)([C:5]1[CH:15]=[CH:16][C:2]([NH:1][C:27](=[O:28])[C:26]2[CH:30]=[CH:31][C:23]([N:17]3[CH2:22][CH2:21][CH2:20][CH2:19][CH2:18]3)=[CH:24][CH:25]=2)=[CH:3][CH:4]=1)=[O:7]. Procedure details: Compound 322 was prepared according to the procedure described in Scheme IV from 4,4′-diaminobenzophenone and 4-piperidinobenzoate. [M+H]+ calcd for C37H38N4O3: 587.30; found: 587.02. The reactants are BrC=1C=C2C(CC3(CCOCC3)OC2=CC1)=O (6-bromo-2′,3′,5′,6′-tetrahydrospiro[chroman-2,4′-pyran]-4-one), C(#N)C=1C=C(C=CC1)B(O)O (3-cyanophenylboronic acid), C(=O)([O-])[O-].[Cs+].[Cs+] (Cs2CO3). Reagents/catalysts: Cl[Pd]([P](C1=CC=CC=C1)(C2=CC=CC=C2)C3=CC=CC=C3)([P](C4=CC=CC=C4)(C5=CC=CC=C5)C6=CC=CC=C6)Cl (Pd(PPh3)2Cl2). The solvent is O1CCOCC1 (1,4-dioxane). Reaction conditions: temperature 120 celsius, time 35 minute. Product: O=C1CC2(CCOCC2)OC2=CC=C(C=C12)C=1C=C(C#N)C=CC1 (3-(4-oxo-2′,3′,5′,6′-tetrahydrospiro[chroman-2,4′-pyran]-6-yl)benzonitrile). Isolated yield 43.8%. Reaction SMILES: Br[C:2]1[CH:3]=[C:4]2[C:14](=[CH:15][CH:16]=1)[O:13][C:7]1([CH2:12][CH2:11][O:10][CH2:9][CH2:8]1)[CH2:6][C:5]2=[O:17].[C:18]([C:20]1[CH:21]=[C:22](B(O)O)[CH:23]=[CH:24][CH:25]=1)#[N:19].C([O-])([O-])=O.[Cs+].[Cs+]>O1CCOCC1.Cl[Pd](Cl)([P](C1C=CC=CC=1)(C1C=CC=CC=1)C1C=CC=CC=1)[P](C1C=CC=CC=1)(C1C=CC=CC=1)C1C=CC=CC=1>[O:17]=[C:5]1[C:4]2[C:14](=[CH:15][CH:16]=[C:2]([C:24]3[CH:25]=[C:20]([CH:21]=[CH:22][CH:23]=3)[C:18]#[N:19])[CH:3]=2)[O:13][C:7]2([CH2:12][CH2:11][O:10][CH2:9][CH2:8]2)[CH2:6]1 |f:2.3.4,^1:43,62|. Procedure: A mixture of 6-bromo-2′,3′,5′,6′-tetrahydrospiro[chroman-2,4′-pyran]-4-one (300 mg, 1 mmol), 3-cyanophenylboronic acid (298 mg, 2 mmol), Cs2CO3 (2 M, 4 mL) and Pd(PPh3)2Cl2 (80 mg) in 1,4-dioxane (10 mL) under Ar was stirred under microwave at 120° C. for 35 minutes. The reaction mixture was concentrated in vacuo to give the residue, which was purified by preparative TLC to give 3-(4-oxo-2′,3′,5′,6′-tetrahydrospiro[chroman-2,4′-pyran]-6-yl)benzonitrile (140 mg, 43%). 1H-NMR (CDCl3): 1.81-1.85 (m...